This data is from the Open Reaction Database (ORD), a public repository of structured organic reaction records. The task is: describe an organic reaction: reactants, conditions, products, and yield Reactants: CCO, [Mg+2], O=[N+]([O-])c1cnc2ccccc2c1NCCOCCO, O=S(=O)([O-])[O-]. Product: Nc1cnc2ccccc2c1NCCOCCO. As a reaction SMILES: [CH3:27][CH2:28][OH:29].[Mg+2:21].[N+:1]([O-:2])(=[O:3])[c:4]1[cH:5][n:6][c:7]2[cH:8][cH:9][cH:10][cH:11][c:12]2[c:13]1[NH:14][CH2:15][CH2:16][O:17][CH2:18][CH2:19][OH:20].[O-:22][S:23](=[O:24])(=[O:25])[O-:26]>>[NH2:1][c:4]1[cH:5][n:6][c:7]2[cH:8][cH:9][cH:10][cH:11][c:12]2[c:13]1[NH:14][CH2:15][CH2:16][O:17][CH2:18][CH2:19][OH:20].